The task is: describe an organic reaction: reactants, conditions, products, and yield. This data is from the Open Reaction Database (ORD), a public repository of structured organic reaction records. Starting materials: OC=1C=C2C=CC(OC2=CC1)=O (6-hydroxycoumarin), C(C=C(C)CCC=C(C)CCC=C(C)C)Br (Farnesyl bromide), [H-].[Na+] (Sodium hydride). Solvent: CN(C)C=O (DMF), CN(C)C=O (DMF). Conditions: temperature 0 celsius. The product is C\C(=C/COC=1C=C2C=CC(OC2=CC1)=O)\CC\C=C(\CCC=C(C)C)/C (6-(((2E,6E)-3,7,11-trimethyldodeca-2,6,10-trien-1-yl)oxy)-2H-chromen-2-one). As a reaction SMILES: [OH:1][C:2]1[CH:3]=[C:4]2[C:9](=[CH:10][CH:11]=1)[O:8][C:7](=[O:12])[CH:6]=[CH:5]2.[H-].[Na+].[CH2:15](Br)[CH:16]=[C:17]([CH2:19][CH2:20][CH:21]=[C:22]([CH2:24][CH2:25][CH:26]=[C:27]([CH3:29])[CH3:28])[CH3:23])[CH3:18]>CN(C=O)C>[CH3:18]/[C:17](/[CH2:19][CH2:20]/[CH:21]=[C:22](\[CH3:23])/[CH2:24][CH2:25][CH:26]=[C:27]([CH3:29])[CH3:28])=[CH:16]\[CH2:15][O:1][C:2]1[CH:3]=[C:4]2[C:9](=[CH:10][CH:11]=1)[O:8][C:7](=[O:12])[CH:6]=[CH:5]2 |f:1.2|. Reported procedure: An oven-dried 50 mL round bottom flask was prepared with a magnetic stirring bar, a rubber septum cover, and a nitrogen inlet. 6-hydroxycoumarin (1) (114 mg, 0.7 mmol) and 4 mL of anhydrous DMF were added to the round bottom flask. The solution was stirred and cooled to 0° C. in a salt-ice bath. Sodium hydride (28 mg of 60% mineral oil suspension, 0.7 mmol) was added to the flask and the solution was kept stirring at 0° C. for 30 minutes. Farnesyl bromide (450 μL, 1.66 mmol) in 1 mL of anhydrous... Starting materials: Cc1ccccc1, Cc1ccc(S(=O)(=O)N(CCCl)CCCl)cc1, Cc1cc(F)ccc1CC#N, [Li], [NH2-]. Yields the product Cc1ccc(S(=O)(=O)N2CCC(C#N)(c3ccc(F)cc3C)CC2)cc1. Reaction SMILES: [CH3:31][c:32]1[cH:33][cH:34][cH:35][cH:36][cH:37]1.[Cl:1][CH2:2][CH2:3][N:4]([S:5](=[O:6])(=[O:7])[c:8]1[cH:9][cH:10][c:11]([CH3:14])[cH:12][cH:13]1)[CH2:15][CH2:16][Cl:17].[F:18][c:19]1[cH:20][c:21]([CH3:28])[c:22]([CH2:25][C:26]#[N:27])[cH:23][cH:24]1.[Li:29].[NH2-:30]>>[CH2:2]1[CH2:3][N:4]([S:5](=[O:6])(=[O:7])[c:8]2[cH:9][cH:10][c:11]([CH3:14])[cH:12][cH:13]2)[CH2:15][CH2:16][C:25]1([c:22]1[c:21]([CH3:28])[cH:20][c:19]([F:18])[cH:24][cH:23]1)[C:26]#[N:27].